This data is from the Open Reaction Database (ORD), a public repository of structured organic reaction records. The task is: describe an organic reaction: reactants, conditions, products, and yield The reactants are COC=1C=C2CCCC(C2=CC1OC)=O (6,7-dimethoxy-1-tetralone), O (water). Solvent: CC(=O)O (HOAc), Br (HBr). Yields the product OC1=C(C=C2CCCC(C2=C1)=O)OC (7-Hydroxy-6-methoxy-1-tetralone). The yield is 81.3%. RXN SMILES: [CH3:1][O:2][C:3]1[CH:4]=[C:5]2[C:10](=[CH:11][C:12]=1[O:13]C)[C:9](=[O:15])[CH2:8][CH2:7][CH2:6]2.O>CC(O)=O.Br>[OH:13][C:12]1[CH:11]=[C:10]2[C:5]([CH2:6][CH2:7][CH2:8][C:9]2=[O:15])=[CH:4][C:3]=1[O:2][CH3:1]. Procedure details: A solution of 10 g (0.048 mole) of 6,7-dimethoxy-1-tetralone in 100 ml of HOAc and 100 ml of 48% aqueous HBr was heated at 95° C. for 7 hours. The reaction was cooled to room temperature and poured into water and extracted with EtOAc. The EtOAc layer was dried and evaporated to 12 g of crude product. Purification on 1200 g of silica gel eluting with 10% Et2O in CH2Cl2 gave 7.5 g of product. Mp 147-148° C. (literature mp 148-152° C., Journal of Organic Chemistry, 33, 1968, p. 508). The reactants are NC1=NC(=C(C(=N1)N[C@H]1CC[C@H](CC1)OCCO)Br)C (2-(cis-4-(2-amino-5-bromo-6-methylpyrimidin-4-ylamino)cyclohexyloxy)ethanol), C(C=C)(=O)OCC (ethyl acrylate). Reagents/catalysts: C1=CC=C(C=C1)P(C2=CC=CC=C2)C3=CC=CC=C3.C1=CC=C(C=C1)P(C2=CC=CC=C2)C3=CC=CC=C3.C1=CC=C(C=C1)P(C2=CC=CC=C2)C3=CC=CC=C3.C1=CC=C(C=C1)P(C2=CC=CC=C2)C3=CC=CC=C3.[Pd] (Tetrakis(triphenylphosphin)-palladium (0)). Solvent: C(C)N(CC)CC (triethylamine). Run at temperature 130 celsius. Product: NC1=NC(=C(C(=N1)N[C@@H]1CC[C@@H](CC1)OCCO)/C=C/C(=O)OCC)C ((E)-Ethyl 3-(2-amino-4-(cis-4-(2-hydroxyethoxy)cyclohexylamino)-6-methylpyrimidin-5-yl)acrylate). Yield: 41.9%. Reaction SMILES: [NH2:1][C:2]1[N:7]=[C:6]([NH:8][C@@H:9]2[CH2:14][CH2:13][C@H:12]([O:15][CH2:16][CH2:17][OH:18])[CH2:11][CH2:10]2)[C:5](Br)=[C:4]([CH3:20])[N:3]=1.[C:21]([O:25][CH2:26][CH3:27])(=[O:24])[CH:22]=[CH2:23]>C(N(CC)CC)C.C1C=CC(P(C2C=CC=CC=2)C2C=CC=CC=2)=CC=1.C1C=CC(P(C2C=CC=CC=2)C2C=CC=CC=2)=CC=1.C1C=CC(P(C2C=CC=CC=2)C2C=CC=CC=2)=CC=1.C1C=CC(P(C2C=CC=CC=2)C2C=CC=CC=2)=CC=1.[Pd]>[NH2:1][C:2]1[N:7]=[C:6]([NH:8][C@H:9]2[CH2:14][CH2:13][C@@H:12]([O:15][CH2:16][CH2:17][OH:18])[CH2:11][CH2:10]2)[C:5](/[CH:23]=[CH:22]/[C:21]([O:25][CH2:26][CH3:27])=[O:24])=[C:4]([CH3:20])[N:3]=1 |f:3.4.5.6.7|. Procedure: In a sealed tube a solution of 2-(cis-4-(2-amino-5-bromo-6-methylpyrimidin-4-ylamino)cyclohexyloxy)ethanol (695 mg, 4.03 mmol) and ethyl acrylate (438 uL, 4.03 mmol) in triethylamine (10 mL) was bubbled with argon for ˜5 minutes. Tetrakis(triphenylphosphin)-palladium (0) (232 mg, 0.201 mmol) was added, the vial was sealed and the mixture was bubbled again with argon (5 minutes). The reaction was heated to 130° C. overnight, cooled to room temperature and concentrated. The residue was dissolved i... The reactants are CC(C)(C)OC(=O)NC1CCN(c2ccccn2)CC1, Cl, C1COCCO1. Product: NC1CCN(c2ccccn2)CC1. RXN SMILES: [C:1]([O:2][C:3](=[O:4])[NH:7][CH:8]1[CH2:9][CH2:10][N:11]([c:14]2[n:15][cH:16][cH:17][cH:18][cH:19]2)[CH2:12][CH2:13]1)([CH3:5])([CH3:6])[CH3:20].[ClH:21].[O:22]1[CH2:23][CH2:24][O:25][CH2:26][CH2:27]1>>[NH2:7][CH:8]1[CH2:9][CH2:10][N:11]([c:14]2[n:15][cH:16][cH:17][cH:18][cH:19]2)[CH2:12][CH2:13]1. Starting materials: C(O)([O-])=O.[Na+] (sodium hydrogen carbonate), FC(C(=O)O)(F)F (trifluoroacetic acid), C(C)(C)(C)OC(N(C)[C@H](CC1=CC2=CC=CC=C2C=C1)C(N(C)CCC1=C(C=CC=C1)OCCO)=O)=O (N-((1R)-1-(N-(2-(2-(2-hydroxyethoxy)phenyl)ethyl)-N-methylcarbamoyl)-2-(2-naphthyl)ethyl)-N-methylcarbamic acid tert-butyl ester), C(O)([O-])=O.[Na+] (sodium hydrogen carbonate), O (Water). The solvent is ClCCl (Dichloromethane), ClCCl (dichloromethane). Run at temperature 0 celsius, time 3 hour. The product is OCCOC1=C(C=CC=C1)CCN(C([C@@H](CC1=CC2=CC=CC=C2C=C1)NC)=O)C ((2R)-N-(2-(2-(2-hydroxyethoxy)phenyl)ethyl)-N-methyl-2-(methylamino)-3-(2-naphthyl)propionamide). The yield is 92.1%. As a reaction SMILES: FC(F)(F)C(O)=O.C(O[C:13](=O)[N:14]([C@@H:16]([C:28](=[O:43])[N:29]([CH2:31][CH2:32][C:33]1[CH:38]=[CH:37][CH:36]=[CH:35][C:34]=1[O:39][CH2:40][CH2:41][OH:42])[CH3:30])[CH2:17][C:18]1[CH:27]=[CH:26][C:25]2[C:20](=[CH:21][CH:22]=[CH:23][CH:24]=2)[CH:19]=1)C)(C)(C)C.C(=O)([O-])O.[Na+].O>ClCCl>[OH:42][CH2:41][CH2:40][O:39][C:34]1[CH:35]=[CH:36][CH:37]=[CH:38][C:33]=1[CH2:32][CH2:31][N:29]([CH3:30])[C:28](=[O:43])[C@H:16]([NH:14][CH3:13])[CH2:17][C:18]1[CH:27]=[CH:26][C:25]2[C:20](=[CH:21][CH:22]=[CH:23][CH:24]=2)[CH:19]=1 |f:2.3|. Procedure details: At 0° C., trifluoroacetic acid (4 ml) was added to a solution of N-((1R)-1-(N-(2-(2-(2-hydroxyethoxy)phenyl)ethyl)-N-methylcarbamoyl)-2-(2-naphthyl)ethyl)-N-methylcarbamic acid tert-butyl ester (986 mg, 1.95 mmol) in dichloromethane (4 ml). The solution was stirred for 3 h at 0° C. Dichloromethane (50 ml) was added. A saturated solution of sodium hydrogen carbonate (30 ml) was added. Solid sodium hydrogen carbonate was added until pH 7 was obtained. Water was added until a clear solution was obt... Starting materials: Grignard reagent, BrC1=CC=C(C=C1)C(F)(F)F (4-brombenzotrifluoride), CC(C(=O)[O-])[C@H]1C[C@H](NCC1)C1=CC=C(C=C1)C(F)(F)F ((±)-Methyl{(2S,4R)-2-[4-(trifluoromethyl)phenyl]piperidin-4-yl}acetate). Yields the product FC(C1=CC=C(C=C1)C(N1[C@@H](C[C@@H](CC1)CC(=O)O)C1=CC=C(C=C1)C(F)(F)F)C1=CC=C(C=C1)C(F)(F)F)(F)F ({(2S,4R)-1-{bis[4-(trifluoromethyl)phenyl]methyl}-2-[4-(trifluoromethyl)phenyl]piperidin-4-yl}acetic acid). RXN SMILES: Br[C:2]1[CH:7]=[CH:6][C:5]([C:8]([F:11])([F:10])[F:9])=[CH:4][CH:3]=1.C[CH:13]([C@@H:17]1[CH2:22][CH2:21][NH:20][C@H:19]([C:23]2[CH:28]=[CH:27][C:26]([C:29]([F:32])([F:31])[F:30])=[CH:25][CH:24]=2)[CH2:18]1)[C:14]([O-:16])=[O:15]>>[F:9][C:8]([F:11])([F:10])[C:5]1[CH:6]=[CH:7][C:2]([CH:19]([C:23]2[CH:24]=[CH:25][C:26]([C:29]([F:30])([F:31])[F:32])=[CH:27][CH:28]=2)[N:20]2[CH2:21][CH2:22][C@@H:17]([CH2:13][C:14]([OH:16])=[O:15])[CH2:18][C@H:19]2[C:23]2[CH:24]=[CH:25][C:26]([C:29]([F:32])([F:30])[F:31])=[CH:27][CH:28]=2)=[CH:3][CH:4]=1. Procedure details: The compound was prepared analogously to Example 160 using the Grignard reagent derived from 4-brombenzotrifluoride and starting with the chiral piperidine of Example 114 Step 1. M/Z (ES+) 590 (M+H). Reactants: CCO, CC(CCN1CCOCC1)Oc1ccc([N+](=O)[O-])cc1, [OH-], [OH-], [Pd+2]. Yields the product CC(CCN1CCOCC1)Oc1ccc(N)cc1. Reaction SMILES: [CH3:24][CH2:25][OH:26].[N+:1]([O-:2])(=[O:3])[c:4]1[cH:5][cH:6][c:7]([O:8][CH:9]([CH2:10][CH2:11][N:12]2[CH2:13][CH2:14][O:15][CH2:16][CH2:17]2)[CH3:18])[cH:19][cH:20]1.[OH-:21].[OH-:22].[Pd+2:23]>>[NH2:1][c:4]1[cH:5][cH:6][c:7]([O:8][CH:9]([CH2:10][CH2:11][N:12]2[CH2:13][CH2:14][O:15][CH2:16][CH2:17]2)[CH3:18])[cH:19][cH:20]1. The reactants are CCOC(=O)CSc1cnc(N)s1, COCC(C)Oc1cc(Oc2cccc(F)c2)cc(C(=O)O)c1. Product: CCOC(=O)CSc1cnc(NC(=O)c2cc(Oc3cccc(F)c3)cc(OC(C)COC)c2)s1. Reaction SMILES: [CH2:24]([CH3:25])[O:26][C:27]([CH2:28][S:29][c:30]1[cH:31][n:32][c:33]([NH2:35])[s:34]1)=[O:36].[F:1][c:2]1[cH:3][c:4]([O:5][c:6]2[cH:7][c:8]([C:9](=[O:10])[OH:11])[cH:12][c:13]([O:15][CH:16]([CH2:17][O:18][CH3:19])[CH3:20])[cH:14]2)[cH:21][cH:22][cH:23]1>>[F:1][c:2]1[cH:3][c:4]([O:5][c:6]2[cH:7][c:8]([C:9](=[O:11])[NH:35][c:33]3[n:32][cH:31][c:30]([S:29][CH2:28][C:27]([O:26][CH2:24][CH3:25])=[O:36])[s:34]3)[cH:12][c:13]([O:15][CH:16]([CH2:17][O:18][CH3:19])[CH3:20])[cH:14]2)[cH:21][cH:22][cH:23]1.